From a dataset of the Open Reaction Database (ORD), a public repository of structured organic reaction records. describe an organic reaction: reactants, conditions, products, and yield Starting materials: N1(C=NC=C1)C=1C=CC(=C(C#N)C1)[N+](=O)[O-] (5-(1-imidazolyl)-2-nitrobenzonitrile), O.NN (hydrazine hydrate), C(C)O (ethanol). Reagents/catalysts: [Ni] (Raney nickel). Run in CC(=O)N(C)C (DMA). Conditions: temperature 40 celsius. The product is NC1=C(C(=O)N)C=C(C=C1)N1C=NC=C1 (2-amino-5-(1-imidazolyl)benzamide). As a reaction SMILES: [N:1]1([C:6]2[CH:7]=[CH:8][C:9]([N+:14]([O-])=O)=[C:10]([CH:13]=2)[C:11]#[N:12])[CH:5]=[CH:4][N:3]=[CH:2]1.O.NN.C([OH:22])C>[Ni].CC(N(C)C)=O>[NH2:14][C:9]1[CH:8]=[CH:7][C:6]([N:1]2[CH:5]=[CH:4][N:3]=[CH:2]2)=[CH:13][C:10]=1[C:11]([NH2:12])=[O:22] |f:1.2|. Procedure details: A mixture of 5-(1-imidazolyl)-2-nitrobenzonitrile (2.14 g), hydrazine hydrate (2 ml), ethanol (25 ml) and DMA (10 ml) was stirred and heated to 40° C. Raney nickel (0.6 g) was added in portions whilst maintaining the temperature at 40-50° C. The mixture was stirred at 40-50° C. for 2 hours. The Raney nickel was filtered off, the mixture was evaporated and the residue was triturated with ethyl acetate (10 ml) to give 2-amino-5-(1-imidazolyl)benzamide (2.03 g); NMR Spectrum: (CD3SOCD3) 6.70 (s, 2H... The reactants are C1COCCN1, C=CCOC(=O)NC(=N)c1ccc(N2CC(OC)=C(c3ccc(CCC(=O)OCOC(=O)C(C)(C)C)cc3)C2=O)cc1, C1CCOC1. Product: COC1=C(c2ccc(CCC(=O)OCOC(=O)C(C)(C)C)cc2)C(=O)N(c2ccc(C(=N)N)cc2)C1. RXN SMILES: [CH2:1]1[NH:2][CH2:3][CH2:4][O:5][CH2:6]1.[CH2:7]([O:8][C:9](=[O:10])[NH:13][C:14](=[NH:15])[c:16]1[cH:17][cH:18][c:19]([N:22]2[C:23](=[O:48])[C:24]([c:29]3[cH:30][cH:31][c:32]([CH2:35][CH2:36][C:37](=[O:38])[O:39][CH2:40][O:41][C:42]([C:43]([CH3:44])([CH3:45])[CH3:46])=[O:47])[cH:33][cH:34]3)=[C:25]([O:27][CH3:28])[CH2:26]2)[cH:20][cH:21]1)[CH:11]=[CH2:12].[O:49]1[CH2:50][CH2:51][CH2:52][CH2:53]1>>[NH:13]=[C:14]([NH2:15])[c:16]1[cH:17][cH:18][c:19]([N:22]2[C:23](=[O:48])[C:24]([c:29]3[cH:30][cH:31][c:32]([CH2:35][CH2:36][C:37](=[O:38])[O:39][CH2:40][O:41][C:42]([C:43]([CH3:44])([CH3:45])[CH3:46])=[O:47])[cH:33][cH:34]3)=[C:25]([O:27][CH3:28])[CH2:26]2)[cH:20][cH:21]1. Starting materials: [Al+3], CC(C)OC(C)C, [H-], [H-], [H-], [H-], [Li+], COC(=O)CCCCCCCCCCCCCCCN, [Na+], C1CCOC1, [OH-], O. The product is NCCCCCCCCCCCCCCCCO. RXN SMILES: [Al+3:9].[CH:1]([O:2][CH:3]([CH3:4])[CH3:5])([CH3:6])[CH3:7].[H-:11].[H-:12].[H-:13].[H-:8].[Li+:10].[NH2:14][CH2:15][CH2:16][CH2:17][CH2:18][CH2:19][CH2:20][CH2:21][CH2:22][CH2:23][CH2:24][CH2:25][CH2:26][CH2:27][CH2:28][CH2:29][C:30](=[O:31])[O:32][CH3:33].[Na+:35].[O:37]1[CH2:38][CH2:39][CH2:40][CH2:41]1.[OH-:34].[OH2:36]>>[NH2:14][CH2:15][CH2:16][CH2:17][CH2:18][CH2:19][CH2:20][CH2:21][CH2:22][CH2:23][CH2:24][CH2:25][CH2:26][CH2:27][CH2:28][CH2:29][CH2:30][OH:31]. Starting materials: Cc1cc(Cl)c2[nH]nc(-c3ccc(Cl)cc3)c2n1, NCCO, Cc1ccccc1C. The product is Cc1cc(NCCO)c2[nH]nc(-c3ccc(Cl)cc3)c2n1. RXN SMILES: [Cl:5][c:6]1[c:7]2[c:8]([n:9][c:10]([CH3:12])[cH:11]1)[c:13](-[c:16]1[cH:17][cH:18][c:19]([Cl:22])[cH:20][cH:21]1)[n:14][nH:15]2.[NH2:1][CH2:2][CH2:3][OH:4].[c:23]1([CH3:24])[c:25]([CH3:26])[cH:27][cH:28][cH:29][cH:30]1>>[NH:1]([CH2:2][CH2:3][OH:4])[c:6]1[c:7]2[c:8]([n:9][c:10]([CH3:12])[cH:11]1)[c:13](-[c:16]1[cH:17][cH:18][c:19]([Cl:22])[cH:20][cH:21]1)[n:14][nH:15]2. Reactants: COC(=O)COc1ccc(CC(C)=O)cc1, [BH3-]C#N, CO, CCOCC, ClCCl, Cl, Cl, [Na+], c1ccc(C2CNCCO2)cc1. Product: Cl, COC(=O)COc1ccc(CC(C)N2CCOC(c3ccccc3)C2)cc1. Reaction SMILES: [C:14](=[O:15])([O:16][CH3:17])[CH2:18][O:19][c:20]1[cH:21][cH:22][c:23]([CH2:26][C:27]([CH3:28])=[O:29])[cH:24][cH:25]1.[C:30]([BH3-:31])#[N:32].[CH3:35][OH:36].[CH3:40][CH2:41][O:42][CH2:43][CH3:44].[Cl:37][CH2:38][Cl:39].[ClH:1].[ClH:34].[Na+:33].[c:2]1([CH:8]2[O:9][CH2:10][CH2:11][NH:12][CH2:13]2)[cH:3][cH:4][cH:5][cH:6][cH:7]1>>[ClH:1].[c:2]1([CH:8]2[O:9][CH2:10][CH2:11][N:12]([CH:27]([CH2:26][c:23]3[cH:22][cH:21][c:20]([O:19][CH2:18][C:14](=[O:15])[O:16][CH3:17])[cH:25][cH:24]3)[CH3:28])[CH2:13]2)[cH:3][cH:4][cH:5][cH:6][cH:7]1. The reactants are C1CCNCC1, CC(=O)O, Cc1ccccc1, O=Cc1cc2ccccc2n(Cc2ccc(Cl)cc2)c1=O, O=C1CSC(=O)N1. Product: O=C1NC(=O)C(=Cc2cc3ccccc3n(Cc3ccc(Cl)cc3)c2=O)S1. RXN SMILES: [CH2:29]1[CH2:30][CH2:31][NH:32][CH2:33][CH2:34]1.[CH3:35][C:36](=[O:37])[OH:38].[CH3:39][c:40]1[cH:41][cH:42][cH:43][cH:44][cH:45]1.[Cl:1][c:2]1[cH:3][cH:4][c:5]([CH2:6][n:7]2[c:8](=[O:19])[c:9]([CH:17]=[O:18])[cH:10][c:11]3[cH:12][cH:13][cH:14][cH:15][c:16]23)[cH:20][cH:21]1.[S:22]1[C:23](=[O:28])[NH:24][C:25](=[O:27])[CH2:26]1>>[Cl:1][c:2]1[cH:3][cH:4][c:5]([CH2:6][n:7]2[c:8](=[O:19])[c:9]([CH:17]=[C:26]3[S:22][C:23](=[O:28])[NH:24][C:25]3=[O:27])[cH:10][c:11]3[cH:12][cH:13][cH:14][cH:15][c:16]23)[cH:20][cH:21]1. Starting materials: compound, CN1C(SCC1(C)C)=NNC(C(C(C1CCOCC1)NC(=O)C1CCCCC1)=O)=O (N′-(3,4,4-trimethyl-1,3-thiazolidin-2-ylidene)-[3-cyclohexylcarbonylamino-3-(tetrahydro pyran-4-yl)-2-oxopropanohydrazide]), Cl.C(C)(=O)OCC (hydrochloric acid ethyl acetate). Conditions: time 1 hour. The product is Cl.CN1C(SCC1(C)C)=NNC(C(C(C1CCOCC1)NC(=O)C1CCCCC1)=O)=O (N′-(3,4,4-trimethyl-1,3-thiazolidin-2-ylidene)-[3-cyclohexylcarbonylamino-3-(tetrahydropyran-4-yl)-2-oxopropanohydrazide]hydrochloride). Reaction SMILES: [CH3:1][N:2]1[C:6]([CH3:8])([CH3:7])[CH2:5][S:4][C:3]1=[N:9][NH:10][C:11](=[O:30])[C:12](=[O:29])[CH:13]([NH:20][C:21]([CH:23]1[CH2:28][CH2:27][CH2:26][CH2:25][CH2:24]1)=[O:22])[CH:14]1[CH2:19][CH2:18][O:17][CH2:16][CH2:15]1.[ClH:31].C(OCC)(=O)C>>[ClH:31].[CH3:1][N:2]1[C:6]([CH3:8])([CH3:7])[CH2:5][S:4][C:3]1=[N:9][NH:10][C:11](=[O:30])[C:12](=[O:29])[CH:13]([NH:20][C:21]([CH:23]1[CH2:28][CH2:27][CH2:26][CH2:25][CH2:24]1)=[O:22])[CH:14]1[CH2:19][CH2:18][O:17][CH2:16][CH2:15]1 |f:1.2,3.4|. Procedure: By the same procedure as described in step 7 of example 1 using the compound prepared in step 1, a free compound of N′-(3,4,4-trimethyl-1,3-thiazolidin-2-ylidene)-[3-cyclohexylcarbonylamino-3-(tetrahydro pyran-4-yl)-2-oxopropanohydrazide] was given. To the free compound was added 4N hydrochloric acid-ethyl acetate solution and the mixture was stirred for 1 hour at room temperature and the mixture was concentrated. The residue was washed with ethyl acetate to give N′-(3,4,4-trimethyl-1,3-thiazoli... Reagents/catalysts: [Pd] (Pd/C). Solvent: C(Cl)Cl.CO (CH2Cl2 MeOH). Isolated yield 66.0%. Yields the product ClC1=CC=C(CNC(=O)C=2C=NC3=C(C=C(C=C3C2O)CCCO)F)C=C1 (N-(4-Chlorobenzyl)-8-fluoro-4-hydroxy-6-(3-hydroxypropyl)-3-quinolinecarboxamide). Procedure details: A suspension of the title compound of Example 53 (0.300 g) and 10% Pd/C (0.03 g) in 25 mL of 3:1 CH2Cl2 /MeOH is hydrogenated at atmospheric pressure overnight. The reaction is filtered through celite. The filtrate is condensed. The crude product is recrystallized from EtOAc/hexanes to yield 0.200 g of the desired product as a pale-yellow solid. Reactants: ClC1=CC=C(C=C1)CNC(=O)C=1C=NC2=C(C=C(C=C2C1O)C#CCO)F (N-[(4-Chlorophenyl)methyl]-8-fluoro-4-hydroxy-6-(3-hydroxy-1-propynyl)-3-quinolinecarboxamide). Reaction SMILES: [Cl:1][C:2]1[CH:7]=[CH:6][C:5]([CH2:8][NH:9][C:10]([C:12]2[CH:13]=[N:14][C:15]3[C:20]([C:21]=2[OH:22])=[CH:19][C:18]([C:23]#[C:24][CH2:25][OH:26])=[CH:17][C:16]=3[F:27])=[O:11])=[CH:4][CH:3]=1>C(Cl)Cl.CO.[Pd]>[Cl:1][C:2]1[CH:3]=[CH:4][C:5]([CH2:8][NH:9][C:10]([C:12]2[CH:13]=[N:14][C:15]3[C:20]([C:21]=2[OH:22])=[CH:19][C:18]([CH2:23][CH2:24][CH2:25][OH:26])=[CH:17][C:16]=3[F:27])=[O:11])=[CH:6][CH:7]=1 |f:1.2|. Starting materials: ClC=1C(=CC(NC1)=O)O (5-chloro-4-hydroxy-2-pyridone), C(CCCCC)(=O)Cl (hexanoyl chloride). The product is C(CCCCC)(=O)OC1=CC(NC=C1Cl)=O (4-hexanoyloxy-5-chloro-2-pyridone). Yield: 39.7%. As a reaction SMILES: [Cl:1][C:2]1[C:3]([OH:9])=[CH:4][C:5](=[O:8])[NH:6][CH:7]=1.[C:10](Cl)(=[O:16])[CH2:11][CH2:12][CH2:13][CH2:14][CH3:15]>>[C:10]([O:9][C:3]1[C:2]([Cl:1])=[CH:7][NH:6][C:5](=[O:8])[CH:4]=1)(=[O:16])[CH2:11][CH2:12][CH2:13][CH2:14][CH3:15]. Procedure: The general procedure of Example 3 was followed using 2.00 g of 5-chloro-4-hydroxy-2-pyridone and 2.75 g of hexanoyl chloride, thereby producing 1.33 g of the title compound in a yield of 40%. The reactants are BrC1=CC=2C3=C(C=NC2C=C1)N(C(N3C=3C(=NN(C3C)C)C)=O)C (8-bromo-3-methyl-1-(1,3,5-trimethyl-1H-pyrazol-4-yl)-1,3-dihydro-imidazo[4,5-c]quinolin-2-one), BrC1=CC=2C3=C(C=NC2C=C1)N(C(N3C=3C(=NN(C3C)C)C)=O)C (8-bromo-3-methyl-1-(1,3,5-trimethyl-1H-pyrazol-4-yl)-1,3-dihydro-imidazo[4,5-c]quinolin-2-one), C(C)NC=1C(=NC=C(C1)B1OC(C(O1)(C)C)(C)C)F (ethyl-[2-fluoro-5-(4,4,5,5-tetramethyl-[1,3,2]dioxaborolan-2-yl)-pyridin-3-yl]-amine). The product is C(C)NC=1C=C(C=NC1F)C1=CC=2C3=C(C=NC2C=C1)N(C(N3C=3C(=NN(C3C)C)C)=O)C (8-(5-Ethylamino-6-fluoro-pyridin-3-yl)-3-methyl-1-(1,3,5-trimethyl-1H-pyrazol-4-yl)-1,3-dihydro-imidazo[4,5-c]quinolin-2-one). RXN SMILES: Br[C:2]1[CH:11]=[CH:10][C:9]2[N:8]=[CH:7][C:6]3[N:12]([CH3:24])[C:13](=[O:23])[N:14]([C:15]4[C:16]([CH3:22])=[N:17][N:18]([CH3:21])[C:19]=4[CH3:20])[C:5]=3[C:4]=2[CH:3]=1.[CH2:25]([NH:27][C:28]1[C:29]([F:43])=[N:30][CH:31]=[C:32](B2OC(C)(C)C(C)(C)O2)[CH:33]=1)[CH3:26]>>[CH2:25]([NH:27][C:28]1[CH:33]=[C:32]([C:2]2[CH:11]=[CH:10][C:9]3[N:8]=[CH:7][C:6]4[N:12]([CH3:24])[C:13](=[O:23])[N:14]([C:15]5[C:16]([CH3:22])=[N:17][N:18]([CH3:21])[C:19]=5[CH3:20])[C:5]=4[C:4]=3[CH:3]=2)[CH:31]=[N:30][C:29]=1[F:43])[CH3:26]. Procedure details: The title compound was synthesized in a similar manner as described for Example 1.1 using 8-bromo-3-methyl-1-(1,3,5-trimethyl-1H-pyrazol-4-yl)-1,3-dihydro-imidazo[4,5-c]quinolin-2-one (Intermediate H, 0.104 mmol) and ethyl-[2-fluoro-5-(4,4,5,5-tetramethyl-[1,3,2]dioxaborolan-2-yl)-pyridin-3-yl]-amine (stage 154.1.1) to give the title compound as a white solid. (HPLC: tR 2.63 min (Method A); M+H=446 MS-ES; 1H-NMR (d6-DMSO, 400 MHz) 8.97 (s, 1H), 8.11-8.07 (m, 1H), 7.96-7.91 (m, 1H), 7.55-7.52 (m,...